Dataset: the Open Reaction Database (ORD), a public repository of structured organic reaction records. Task: describe an organic reaction: reactants, conditions, products, and yield Reactants: O=C([O-])O, COc1cc2c(cc1N)N(C(=O)C1CCCN1C)CC2, CCOCC, Cc1ccc(S(=O)(=O)n2ccc3c2nc(Cl)n2c(=O)c4c(F)cccc4nc32)cc1, ClCCl, Cl, [Na+], OCC(F)(F)F. The product is COc1cc2c(cc1Nc1nc3c(ccn3S(=O)(=O)c3ccc(C)cc3)c3nc4cccc(F)c4c(=O)n13)N(C(=O)C1CCCN1C)CC2. RXN SMILES: [C:55](=[O:56])([OH:57])[O-:58].[CH3:32][O:33][c:34]1[cH:35][c:36]2[c:40]([cH:41][c:42]1[NH2:43])[N:39]([C:44]([CH:45]1[N:46]([CH3:50])[CH2:47][CH2:48][CH2:49]1)=[O:51])[CH2:38][CH2:37]2.[CH3:60][CH2:61][O:62][CH2:63][CH3:64].[Cl:2][c:3]1[n:4][c:5]2[c:6]([c:7]3[n:8][c:9]4[cH:10][cH:11][cH:12][c:13]([F:18])[c:14]4[c:15](=[O:17])[n:16]13)[cH:19][cH:20][n:21]2[S:22](=[O:23])(=[O:24])[c:25]1[cH:26][cH:27][c:28]([CH3:31])[cH:29][cH:30]1.[Cl:52][CH2:53][Cl:54].[ClH:1].[Na+:59].[OH:65][CH2:66][C:67]([F:68])([F:69])[F:70]>>[c:3]1([NH:43][c:42]2[c:34]([O:33][CH3:32])[cH:35][c:36]3[c:40]([cH:41]2)[N:39]([C:44]([CH:45]2[N:46]([CH3:50])[CH2:47][CH2:48][CH2:49]2)=[O:51])[CH2:38][CH2:37]3)[n:4][c:5]2[c:6]([c:7]3[n:8][c:9]4[cH:10][cH:11][cH:12][c:13]([F:18])[c:14]4[c:15](=[O:17])[n:16]13)[cH:19][cH:20][n:21]2[S:22](=[O:23])(=[O:24])[c:25]1[cH:26][cH:27][c:28]([CH3:31])[cH:29][cH:30]1. Procedure: 2-(butylamino)-4-(1-naphthyloxy)-1-butanol, described in Example 6, with acetic anhydride, followed by reduction, gives 2-(butylethylamino)-4-(1-naphthyloxyl)-1-butanol. Starting materials: C(CCC)NC(CO)CCOC1=CC=CC2=CC=CC=C12 (2-(butylamino)-4-(1-naphthyloxy)-1-butanol), C(C)(=O)OC(C)=O (acetic anhydride). Product: C(CCC)N(C(CO)CCOC1=CC=CC2=CC=CC=C12)CC (2-(butylethylamino)-4-(1-naphthyloxyl)-1-butanol). Reaction SMILES: [CH2:1]([NH:5][CH:6]([CH2:9][CH2:10][O:11][C:12]1[C:21]2[C:16](=[CH:17][CH:18]=[CH:19][CH:20]=2)[CH:15]=[CH:14][CH:13]=1)[CH2:7][OH:8])[CH2:2][CH2:3][CH3:4].[C:22](OC(=O)C)(=O)[CH3:23]>>[CH2:1]([N:5]([CH2:22][CH3:23])[CH:6]([CH2:9][CH2:10][O:11][C:12]1[C:21]2[C:16](=[CH:17][CH:18]=[CH:19][CH:20]=2)[CH:15]=[CH:14][CH:13]=1)[CH2:7][OH:8])[CH2:2][CH2:3][CH3:4]. The reactants are [H-].[Na+] (sodium hydride), C1(CC1)S (cyclopropane thiol), FC1=CC=C(C=C1)[N+](=O)[O-] (1-fluoro-4-nitrobenzene). The solvent is O (water), C1CCOC1 (THF). Reaction conditions: time 30 minute. The product is C1(CC1)SC1=CC=C(C=C1)[N+](=O)[O-] (1-Cyclopropylsulfanyl-4-nitrobenzene). Isolated yield 61.0%. Reaction SMILES: [H-].[Na+].[CH:3]1([SH:6])[CH2:5][CH2:4]1.F[C:8]1[CH:13]=[CH:12][C:11]([N+:14]([O-:16])=[O:15])=[CH:10][CH:9]=1>C1COCC1.O>[CH:3]1([S:6][C:8]2[CH:13]=[CH:12][C:11]([N+:14]([O-:16])=[O:15])=[CH:10][CH:9]=2)[CH2:5][CH2:4]1 |f:0.1|. Reported procedure: 1.78 g (44.6 mmol) of sodium hydride (60%) was added in portions to a solution of 3.00 g (40.5 mmol) of cyclopropane thiol (preparation according to: E. Block et al., J. Am. Chem. Soc. 1992, 114, 3492) in 100 ml THF/100 ml diethyl ether and was stirred for 30 minutes at room temperature. Then 6.00 g (38.7 mmol) of 1-fluoro-4-nitrobenzene was added in portions. The mixture was stirred for 2 hours at 40° C. After it had cooled, the mixture was put in water and was extracted with benzene (3×). The ...